Task: describe an organic reaction: reactants, conditions, products, and yield. Dataset: the Open Reaction Database (ORD), a public repository of structured organic reaction records The reactants are N(=[N+]=[N-])CCCCCCCOC1=CC=C(C=C1)Cl (1-Azido-7-(4-chlorophenoxy)-heptane). The reagents and catalysts are [Pd] (Pd/C). Run in CCO (EtOH). Conditions: time 75 minute. Yields the product ClC1=CC=C(OCCCCCCCN)C=C1 (7-(4-Chlorophenoxy)-heptylamine). The yield is 89.2%. As a reaction SMILES: [N:1]([CH2:4][CH2:5][CH2:6][CH2:7][CH2:8][CH2:9][CH2:10][O:11][C:12]1[CH:17]=[CH:16][C:15]([Cl:18])=[CH:14][CH:13]=1)=[N+]=[N-]>CCO.[Pd]>[Cl:18][C:15]1[CH:16]=[CH:17][C:12]([O:11][CH2:10][CH2:9][CH2:8][CH2:7][CH2:6][CH2:5][CH2:4][NH2:1])=[CH:13][CH:14]=1. Reported procedure: 7-Azidoheptyltosylate (920 mg, 3.8 mmol) was dissolved in DMF (12 mL). 4-Chlorophenol (650 mg, 5.0 mmol) and K2CO3 (1.7 g, 12.3 mmol) were added and the mixture was heated to 90° C. for 4 h. The mixture was concentrated under reduced pressure, the residue was partitioned between EtOAc (100 mL) and water (25 mL). The organic layer was dried, filtered and concentrated under reduced pressure. Flash chromatography (silica gel, hexanes/EtOAc 95/5) yielded 1-azido-7-(4-chlorophenoxy)-heptane (579 mg, ... Starting materials: CCCCc1nc2cccc(C#N)c2n1Cc1ccc(-c2ccccc2C(=O)OC(C)(C)C)cc1, ClCCl, O=C(O)C(F)(F)F. Product: CCCCc1nc2cccc(C#N)c2n1Cc1ccc(-c2ccccc2C(=O)O)cc1. Reaction SMILES: [CH2:1]([CH2:2][CH2:3][CH3:4])[c:5]1[n:6][c:7]2[c:8]([n:9]1[CH2:10][c:11]1[cH:12][cH:13][c:14](-[c:17]3[c:18]([C:23](=[O:24])[O:25][C:26]([CH3:27])([CH3:28])[CH3:29])[cH:19][cH:20][cH:21][cH:22]3)[cH:15][cH:16]1)[c:30]([C:34]#[N:35])[cH:31][cH:32][cH:33]2.[CH2:43]([Cl:44])[Cl:45].[OH:36][C:37]([C:38]([F:39])([F:40])[F:41])=[O:42]>>[CH2:1]([CH2:2][CH2:3][CH3:4])[c:5]1[n:6][c:7]2[c:8]([n:9]1[CH2:10][c:11]1[cH:12][cH:13][c:14](-[c:17]3[c:18]([C:23](=[O:24])[OH:25])[cH:19][cH:20][cH:21][cH:22]3)[cH:15][cH:16]1)[c:30]([C:34]#[N:35])[cH:31][cH:32][cH:33]2. Starting materials: BrC=1C=C(C=C(C1)F)C1=CC2=C(NC(OC2(C)C)=O)C=C1 (6-(3-bromo-5-fluorophenyl)-4,4-dimethyl-2H-benzo[d][1,3]oxazin-2-one), CN(C)C=O (DMF). Reagents/catalysts: [C-]#N.[Zn+2].[C-]#N (zinc cyanide), [Pd].C1(=CC=CC=C1)P(C1=CC=CC=C1)C1=CC=CC=C1.C1(=CC=CC=C1)P(C1=CC=CC=C1)C1=CC=CC=C1.C1(=CC=CC=C1)P(C1=CC=CC=C1)C1=CC=CC=C1.C1(=CC=CC=C1)P(C1=CC=CC=C1)C1=CC=CC=C1 (tetrakis(triphenylphosphine)-palladium (0)). Conditions: temperature 85 celsius. Yields the product CC1(C2=C(NC(O1)=O)C=CC(=C2)C=2C=C(C#N)C=C(C2)F)C (3-(4,4-dimethyl-2-oxo-1,4-dihydro-2H-benzo[d][1,3]oxazin-6-yl)-5-fluorobenzonitrile), solid. Yield: 84.0%. RXN SMILES: Br[C:2]1[CH:3]=[C:4]([C:9]2[CH:21]=[CH:20][C:12]3[NH:13][C:14](=[O:19])[O:15][C:16]([CH3:18])([CH3:17])[C:11]=3[CH:10]=2)[CH:5]=[C:6]([F:8])[CH:7]=1.[CH3:22][N:23](C=O)C>[C-]#N.[Zn+2].[C-]#N.[Pd].C1(P(C2C=CC=CC=2)C2C=CC=CC=2)C=CC=CC=1.C1(P(C2C=CC=CC=2)C2C=CC=CC=2)C=CC=CC=1.C1(P(C2C=CC=CC=2)C2C=CC=CC=2)C=CC=CC=1.C1(P(C2C=CC=CC=2)C2C=CC=CC=2)C=CC=CC=1>[CH3:17][C:16]1([CH3:18])[O:15][C:14](=[O:19])[NH:13][C:12]2[CH:20]=[CH:21][C:9]([C:4]3[CH:3]=[C:2]([CH:7]=[C:6]([F:8])[CH:5]=3)[C:22]#[N:23])=[CH:10][C:11]1=2 |f:2.3.4,5.6.7.8.9|. Procedure details: A mixture of 6-(3-bromo-5-fluorophenyl)-4,4-dimethyl-2H-benzo[d][1,3]oxazin-2-one (1 g, 2.8 mmol), zinc cyanide (0.2 g, 1.7 mmol), and tetrakis(triphenylphosphine)-palladium (0) (0.2 g, 0.17 mmol) in dry DMF (20 mL) was degassed to remove oxygen and then was heated at 85° C. under a blanket of nitrogen for 6.5 hours. The reaction solution was cooled to room temperature and poured onto a cold saturated aqueous ammonium chloride solution (100 mL). The white precipitate appeared and was collected o... Starting materials: CS(C)=O, C[S+](C)(C)=O, [Cl-], [H-], [I-], COC(=O)N1CCCC(=O)C1, [Na+], [Na+]. The product is COC(=O)N1CCCC2(CO2)C1. As a reaction SMILES: [CH3:22][S:23](=[O:24])[CH3:25].[CH3:2][S+:3]([CH3:4])([CH3:5])=[O:6].[Cl-:21].[H-:8].[I-:1].[N:9]1([C:16](=[O:17])[O:18][CH3:19])[CH2:10][C:11](=[O:15])[CH2:12][CH2:13][CH2:14]1.[Na+:20].[Na+:7]>>[CH2:2]1[C:11]2([CH2:10][N:9]([C:16](=[O:17])[O:18][CH3:19])[CH2:14][CH2:13][CH2:12]2)[O:15]1. Reactants: COCC(CC(=O)OC)=O (methyl 4-methoxyacetoacetate), FC=1C=C(C=O)C=CC1F (3,4-difluorobenzaldehyde), C(C)(=O)[O-].[NH2+]1CCCCC1 (piperidinium acetate). Solvent: C1=CC=CC=C1 (benzene). Run at time 48 hour. Product: FC=1C=C(C=CC1F)C=C(C(=O)OC)C(COC)=O (Methyl 2-[(3,4-difluorophenyl)methylene]-3-oxo-4-methoxybutyrate). The yield is 42970.2%. Reaction SMILES: [CH3:1][O:2][CH2:3][C:4](=[O:10])[CH2:5][C:6]([O:8][CH3:9])=[O:7].[F:11][C:12]1[CH:13]=[C:14]([CH:17]=[CH:18][C:19]=1[F:20])[CH:15]=O.C([O-])(=O)C.[NH2+]1CCCCC1>C1C=CC=CC=1>[F:11][C:12]1[CH:13]=[C:14]([CH:15]=[C:5]([C:4](=[O:10])[CH2:3][O:2][CH3:1])[C:6]([O:8][CH3:9])=[O:7])[CH:17]=[CH:18][C:19]=1[F:20] |f:2.3|. Procedure details: To a solution of methyl 4-methoxyacetoacetate (84.32 g, 0.577 mol), 3,4-difluorobenzaldehyde (82 g, 0.577 mmol), and piperidinium acetate (5.86 g, 0.068 mol) in benzene (1.5 L) were added molecular sieves (400 g) and the mixture was stirred at room temperature for 48 h. The molecular sieves were removed by filtration and the solvent was evaporated from the filtrate under reduced pressure. The residue was purified by column chromatography on silica gel using chloroform/ethyl acetate (100:3) to ge... Reactants: Cl.Cl.C(C1=CC=CC=C1)N1CC(CC1)(CNC)O (1-benzyl-3-hydroxy-3-methylaminomethylpyrrolidine dihydrochloride). The reagents and catalysts are [Pd] (palladium). Run in CO (methanol). Yields the product Cl.Cl.OC1(CNCC1)CNC (3-Hydroxy-3-methylaminomethylpyrrolidine dihydrochloride). As a reaction SMILES: [ClH:1].Cl.C([N:10]1[CH2:14][CH2:13][C:12]([OH:18])([CH2:15][NH:16][CH3:17])[CH2:11]1)C1C=CC=CC=1>CO.[Pd]>[ClH:1].[ClH:1].[OH:18][C:12]1([CH2:15][NH:16][CH3:17])[CH2:13][CH2:14][NH:10][CH2:11]1 |f:0.1.2,5.6.7|. Reported procedure: 6.9 g (23.5 mmol) of 1-benzyl-3-hydroxy-3-methylaminomethylpyrrolidine dihydrochloride in 100 ml of methanol are hydrogenated on 2 g of palladium/active carbon (10%) at 80° C. and 100 bar. The catalyst is filtered off with suction, the solution is concentrated and the residue is triturated with butanol. The crystalline salt is filtered off with suction, washed with acetone and dried. Reactants: C(=O)(C(F)(F)F)O (TFA), C(=O)(C(F)(F)F)O (TFA), iii, C(C)(C)(C)OC([C@H](CC(C)C)N(C)CC1=CC=C(C=C1)C(C)(C)C)=O ((S)-2-[(4-tert-Butyl-benzyl)-methyl-amino]-4-methyl-pentanoic acid tert-butyl ester), C(=O)(C(F)(F)F)O (TFA). Run in C(Cl)Cl (CH2Cl2). Conditions: time 1 hour. Product: C(C)(C)(C)C1=CC=C(CN([C@H](C(=O)O)CC(C)C)C)C=C1 ((S)-2-[(4-tert-butyl-benzyl)-methyl-amino]-4-methyl-pentanoic acid). RXN SMILES: C([O:5][C:6](=[O:25])[C@@H:7]([N:12]([CH2:14][C:15]1[CH:20]=[CH:19][C:18]([C:21]([CH3:24])([CH3:23])[CH3:22])=[CH:17][CH:16]=1)[CH3:13])[CH2:8][CH:9]([CH3:11])[CH3:10])(C)(C)C.C(O)(C(F)(F)F)=O>C(Cl)Cl>[C:21]([C:18]1[CH:19]=[CH:20][C:15]([CH2:14][N:12]([CH3:13])[C@@H:7]([CH2:8][CH:9]([CH3:10])[CH3:11])[C:6]([OH:25])=[O:5])=[CH:16][CH:17]=1)([CH3:22])([CH3:24])[CH3:23]. Procedure: Step, iii: (S)-2-[(4-tert-Butyl-benzyl)-methyl-amino]-4-methyl-pentanoic acid tert-butyl ester (0.5 g, 1.4 mmol) was dissolved in CH2Cl2 (10 mL) and treated with TFA (1mL). After 1 hour, 0.5 mL TFA was added, followed by another 1 mL TFA at 2.5 hours. The reaction was stirred overnight, then concentrated to give (S)-2-[(4-tert-butyl-benzyl)-methyl-amino]-4-methyl-pentanoic acid (IIc).